This data is from the Open Reaction Database (ORD), a public repository of structured organic reaction records. The task is: describe an organic reaction: reactants, conditions, products, and yield Reactants: CCC[Mg+], CCNC(=O)Nc1nc2cc(-c3cccnc3)cc(C(=O)N(C)OC)n2n1, [Cl-], [Cl-], [NH4+], C1CCOC1. Yields the product CCCC(=O)c1cc(-c2cccnc2)cc2nc(NC(=O)NCC)nn12. As a reaction SMILES: [CH2:2]([CH2:3][CH3:4])[Mg+:5].[CH3:6][O:7][N:8]([C:9](=[O:10])[c:11]1[cH:12][c:13](-[c:26]2[cH:27][n:28][cH:29][cH:30][cH:31]2)[cH:14][c:15]2[n:16]1[n:17][c:18]([NH:20][C:21](=[O:22])[NH:23][CH2:24][CH3:25])[n:19]2)[CH3:32].[Cl-:1].[Cl-:33].[NH4+:34].[O:35]1[CH2:36][CH2:37][CH2:38][CH2:39]1>>[CH2:2]([CH2:3][CH3:4])[C:9](=[O:10])[c:11]1[cH:12][c:13](-[c:26]2[cH:27][n:28][cH:29][cH:30][cH:31]2)[cH:14][c:15]2[n:16]1[n:17][c:18]([NH:20][C:21](=[O:22])[NH:23][CH2:24][CH3:25])[n:19]2. The reactants are Cl (HCl), Cl (HCl), C(C1=CC=CC=C1)N1CCC(CC1)(CC1=CC=C(C=C1)Cl)C(C)=O (N-Benzyl-4-Acetyl-4-(4-Chlorobenzyl)-piperidine), C(C(=O)OC)(=O)OC (dimethyl oxalate), [H-].[Na+] (sodium hydride). The solvent is C1CCOC1 (THF), C(OC)COC (dimethoxyethane). Yields the product Cl.C(C1=CC=CC=C1)N1CCC(CC1)(CC1=CC=C(C=C1)Cl)C(CC(C(=O)O)=O)=O (4-[N-Benzyl-4-(4-Chlorobenzyl)-piperidin-4-yl]-2,4-dioxo-butanoic acid Hydrochloride). Yield: 50.8%. RXN SMILES: [CH2:1]([N:8]1[CH2:13][CH2:12][C:11]([C:22](=[O:24])[CH3:23])([CH2:14][C:15]2[CH:20]=[CH:19][C:18]([Cl:21])=[CH:17][CH:16]=2)[CH2:10][CH2:9]1)[C:2]1[CH:7]=[CH:6][CH:5]=[CH:4][CH:3]=1.[C:25](OC)(=[O:30])[C:26]([O:28]C)=[O:27].[H-].[Na+].Cl>C(COC)OC.C1COCC1>[ClH:21].[CH2:1]([N:8]1[CH2:13][CH2:12][C:11]([C:22](=[O:24])[CH2:23][C:25](=[O:30])[C:26]([OH:28])=[O:27])([CH2:14][C:15]2[CH:16]=[CH:17][C:18]([Cl:21])=[CH:19][CH:20]=2)[CH2:10][CH2:9]1)[C:2]1[CH:3]=[CH:4][CH:5]=[CH:6][CH:7]=1 |f:2.3,7.8|. Procedure details: A solution of N-Benzyl-4-Acetyl-4-(4-Chlorobenzyl)-piperidine (600 mg, 1.75 mmol) and dimethyl oxalate (310 mg, 2.63 mmol) in dimethoxyethane (20 mL) was treated with sodium hydride (105 mg of a 60% dispersion in mineral oil, 2.63 mmol) and heated to reflux for 3 hours. The reaction was then cooled to room temperature, poured into 1 N aqueous HCl (200 mL) and extracted with ethyl ether (1×50 mL). The ether extract was discarded. The pH of the aqueous phase was adjusted to pH 8 and extracted with... The reactants are C1CCC2=NCCCN2CC1, Cc1c(F)c(F)c(F)c2c1c(=O)c(C(=O)O)cn2C1CC1, CC#N, Cl, c1cn(C2CCCNC2)nn1. The product is Cc1c(F)c(N2CCCC(n3ccnn3)C2)c(F)c2c1c(=O)c(C(=O)O)cn2C1CC1. Reaction SMILES: [CH2:13]1[CH2:14][CH2:15][C:16]2=[N:21][CH2:20][CH2:19][CH2:18][N:17]2[CH2:22][CH2:23]1.[CH3:24][c:25]1[c:26]2[c:27](=[O:44])[c:28]([C:41](=[O:42])[OH:43])[cH:29][n:30]([CH:38]3[CH2:39][CH2:40]3)[c:31]2[c:32]([F:37])[c:33]([F:36])[c:34]1[F:35].[CH3:45][C:46]#[N:47].[ClH:1].[n:2]1([CH:7]2[CH2:8][NH:9][CH2:10][CH2:11][CH2:12]2)[n:3][n:4][cH:5][cH:6]1>>[n:2]1([CH:7]2[CH2:8][N:9]([c:33]3[c:32]([F:37])[c:31]4[c:26]([c:25]([CH3:24])[c:34]3[F:35])[c:27](=[O:44])[c:28]([C:41](=[O:42])[OH:43])[cH:29][n:30]4[CH:38]3[CH2:39][CH2:40]3)[CH2:10][CH2:11][CH2:12]2)[n:3][n:4][cH:5][cH:6]1. Reactants: CC(=O)OC(C)=O, CCOC(OCC)OCC, CCCC(C)(C)c1nsc(N)c1C#N, C1COCCO1. Product: CCCC(C)(C)c1nsc(N=COCC)c1C#N. Reaction SMILES: [CH3:25][C:26]([O:27][C:28](=[O:29])[CH3:30])=[O:31].[CH:15]([O:16][CH2:17][CH3:18])([O:19][CH2:20][CH3:21])[O:22][CH2:23][CH3:24].[NH2:1][c:2]1[c:3]([C:13]#[N:14])[c:4]([C:7]([CH2:8][CH2:9][CH3:10])([CH3:11])[CH3:12])[n:5][s:6]1.[O:32]1[CH2:33][CH2:34][O:35][CH2:36][CH2:37]1>>[N:1]([c:2]1[c:3]([C:13]#[N:14])[c:4]([C:7]([CH2:8][CH2:9][CH3:10])([CH3:11])[CH3:12])[n:5][s:6]1)=[CH:15][O:16][CH2:17][CH3:18]. Starting materials: S1C=NC(=C1)C1=NC2=CC=CC=C2C(=N1)C(=O)O (2-(4-thiazolyl)quinazoline-4-carboxylic acid), Cl.OC1=C2CCNCC2=CC=C1OC (5-hydroxy-6-methoxy-1,2,3,4-tetrahydroisoquinoline hydrochloride). The product is S1C=NC(=C1)C1=NC2=CC=CC=C2C(=N1)C(=O)N1CC2=CC=C(C(=C2CC1)O)OC (2-[[2-(4-thiazolyl)quinazolin-4-yl]carbonyl]-5-hydroxy-6-methoxy-1,2,3,4-tetrahydroisoquinoline). Yield: 9.0%. As a reaction SMILES: [S:1]1[CH:5]=[C:4]([C:6]2[N:15]=[C:14]([C:16]([OH:18])=O)[C:13]3[C:8](=[CH:9][CH:10]=[CH:11][CH:12]=3)[N:7]=2)[N:3]=[CH:2]1.Cl.[OH:20][C:21]1[C:30]([O:31][CH3:32])=[CH:29][CH:28]=[C:27]2[C:22]=1[CH2:23][CH2:24][NH:25][CH2:26]2>>[S:1]1[CH:5]=[C:4]([C:6]2[N:15]=[C:14]([C:16]([N:25]3[CH2:24][CH2:23][C:22]4[C:27](=[CH:28][CH:29]=[C:30]([O:31][CH3:32])[C:21]=4[OH:20])[CH2:26]3)=[O:18])[C:13]3[C:8](=[CH:9][CH:10]=[CH:11][CH:12]=3)[N:7]=2)[N:3]=[CH:2]1 |f:1.2|. Procedure: Reaction of 2-(4-thiazolyl)quinazoline-4-carboxylic acid with 5-hydroxy-6-methoxy-1,2,3,4-tetrahydroisoquinoline hydrochloride gave compound 79 (9% yield) as a white solid. 1H NMR (300 MHz, DMSO-d6) δ 2.62 and 2.89 (2t, 2H), 3.47 and 4.02 (2t, 2H), 3.73 and 3.80 (2s, 3H), 4.37 and 4.91 (2s, 2H), 6.31 and 6.77 (2d, 1H), 6.70 and 6.91 (2d, 1H), 7.70-7.97 (m, 2H), 8.10-8.18 (m, 2H), 8.66-8.72 (m, 2H), 9.27-9.29 (m, 1H); MS (ESI) m/z 419 ([M+H]+).